This data is from the Open Reaction Database (ORD), a public repository of structured organic reaction records. The task is: describe an organic reaction: reactants, conditions, products, and yield Reactants: aza-bis-isobutyronitrile, BrN1C(CCC1=O)=O (N-bromosuccinimide), aza-bis-isobutyronitrile, CC=1SC2=C(N1)C=C(C=C2)OC (2-methyl-5-methoxy-1,3-benzothiazole). Solvent: C(Cl)(Cl)(Cl)Cl (carbon tetrachloride). The product is BrCC=1SC2=C(N1)C=C(C=C2)OC (2-(bromomethyl)-5-methoxy-1,3-benzothiazole). As a reaction SMILES: [Br:1]N1C(=O)CCC1=O.[CH3:9][C:10]1[S:11][C:12]2[CH:18]=[CH:17][C:16]([O:19][CH3:20])=[CH:15][C:13]=2[N:14]=1>C(Cl)(Cl)(Cl)Cl>[Br:1][CH2:9][C:10]1[S:11][C:12]2[CH:18]=[CH:17][C:16]([O:19][CH3:20])=[CH:15][C:13]=2[N:14]=1. Reported procedure: 2.58 g (14.5 mmol; 1.3 eq.) of N-bromosuccinimide and a spatula tip's worth of aza-bis-isobutyronitrile are added to 2 g (11.16 mmol) of 2-methyl-5-methoxy-1,3-benzothiazole in solution in 25 ml of anhydrous carbon tetrachloride. The reaction mixture is heated under reflux and under irradiation for 6 hours, with a spatula tip's worth of aza-bis-isobutyronitrile added every 2 hours. After returning to ambient temperature, the insoluble part formed is filtered, the solvent is evaporated off under ... Starting materials: C1(CCCC1)C1(CC(CC(O1)=O)=O)CCC1=CC(=C(C=C1)C(F)F)F (6-Cyclopentyl-6-{2-[4-(difluoromethyl)-3-fluorophenyl]ethyl}-dihydro-2H-pyran-2,4(3H)-dione), ClCC=1N=C2N(C(C1)=O)C(=CS2)C (7-(Chloromethyl)-3-methyl-5H-[1,3]thiazolo[3,2-a]pyrimidin-5-one), O.OC1=C2NC(=NC2=NC=N1)S (6-Hydroxy-8-mercaptopurine monohydrate). The product is C1(CCCC1)C1(CC(=C(C(O1)=O)CC=1N=C2N(C(C1)=O)C(=CS2)C)O)CCC2=CC(=C(C=C2)C(F)F)F (7-[(6-Cyclopentyl-6-{2-[4-(difluoromethyl)-3-fluorophenyl]ethyl}-4-hydroxy-2-oxo-5,6-dihydro-2H-pyran-3-yl)methyl]-3-methyl-5H-[1,3]thiazolo[3,2-a]pyrimidin-5-one). As a reaction SMILES: [CH:1]1([C:6]2([CH2:14][CH2:15][C:16]3[CH:21]=[CH:20][C:19]([CH:22]([F:24])[F:23])=[C:18]([F:25])[CH:17]=3)[O:11][C:10](=[O:12])[CH2:9][C:8](=[O:13])[CH2:7]2)[CH2:5][CH2:4][CH2:3][CH2:2]1.Cl[CH2:27][C:28]1[N:29]=[C:30]2[S:37][CH:36]=[C:35]([CH3:38])[N:31]2[C:32](=[O:34])[CH:33]=1.O.OC1N=CN=C2C=1NC(S)=N2>>[CH:1]1([C:6]2([CH2:14][CH2:15][C:16]3[CH:21]=[CH:20][C:19]([CH:22]([F:24])[F:23])=[C:18]([F:25])[CH:17]=3)[O:11][C:10](=[O:12])[C:9]([CH2:27][C:28]3[N:29]=[C:30]4[S:37][CH:36]=[C:35]([CH3:38])[N:31]4[C:32](=[O:34])[CH:33]=3)=[C:8]([OH:13])[CH2:7]2)[CH2:5][CH2:4][CH2:3][CH2:2]1 |f:2.3|. Procedure details: The title compound was prepared as described in Example B(54) where 6-Cyclopentyl-6-{2-[4-(difluoromethyl)-3-fluorophenyl]ethyl}-dihydro-2H-pyran-2,4(3H)-dione (described in Step 3 of Example B(69)) was used in place of 6-[2-(5-Chloro-2,4-dimethoxyphenyl)ethyl]-6-cyclopentyldihydro-2H-pyran-2,4(3H)-dione and 7-(Chloromethyl)-3-methyl-5H-[1,3]thiazolo[3,2-a]pyrimidin-5-one (prepared according to a reported procedure: Doria, G.; Passarotti, C.; Sala, R.; Magrini, R.; Sberze, P.; Tibolla, M.; Cesar... The reactants are CC(=O)[O-], CC(O)C(Cl)Cc1ccc(Cl)cc1. Yields the product CC1OC1Cc1ccc(Cl)cc1. As a reaction SMILES: [CH3:1][C:2](=[O:3])[O-:4].[Cl:5][CH:6]([CH:7]([CH3:8])[OH:9])[CH2:10][c:11]1[cH:12][cH:13][c:14]([Cl:17])[cH:15][cH:16]1>>[CH:6]1([CH2:10][c:11]2[cH:12][cH:13][c:14]([Cl:17])[cH:15][cH:16]2)[CH:7]([CH3:8])[O:9]1. Reactants: BrCCC1=C(C=CC=C1)S(=O)(=O)NC(C)(C)C (2-(2-bromoethyl)-N-(1,1-dimethylethyl)benzenesulfonamide). Solvent: FC(C(=O)O)(F)F (trifluoroacetic acid). Product: BrCCC1=C(C=CC=C1)S(=O)(=O)N (2-(2-Bromoethyl)benzenesulfonamide). Reaction SMILES: [Br:1][CH2:2][CH2:3][C:4]1[CH:9]=[CH:8][CH:7]=[CH:6][C:5]=1[S:10]([NH:13]C(C)(C)C)(=[O:12])=[O:11]>FC(F)(F)C(O)=O>[Br:1][CH2:2][CH2:3][C:4]1[CH:9]=[CH:8][CH:7]=[CH:6][C:5]=1[S:10]([NH2:13])(=[O:11])=[O:12]. Reported procedure: A solution of 6.3 g of the product from Example 10 in 30 ml trifluoroacetic acid was stirred at room temperature for one hour. The desired product was insoluble in the reaction mixture and was isolated by filtration. Washing with diethyl ether and drying gave 4.5 g of 2-(2-bromoethyl)benzenesulfonamide as a white solid, m.p. 169°-171° C. (dec.). The reactants are COc1ccccc1CNCC(Cc1c[nH]c2ccccc12)NC(=O)CN1CCN(c2ccccc2)CC1, Clc1ccccc1Cl. Product: COc1ccccc1CN1CC(Cc2c[nH]c3ccccc23)N=C1CN1CCN(c2ccccc2)CC1. RXN SMILES: [CH3:1][O:2][c:3]1[c:4]([CH2:5][NH:6][CH2:7][CH:8]([CH2:9][c:10]2[cH:11][nH:12][c:13]3[cH:14][cH:15][cH:16][cH:17][c:18]23)[NH:19][C:20]([CH2:21][N:22]2[CH2:23][CH2:24][N:25]([c:28]3[cH:29][cH:30][cH:31][cH:32][cH:33]3)[CH2:26][CH2:27]2)=[O:34])[cH:35][cH:36][cH:37][cH:38]1.[Cl:39][c:40]1[c:41]([Cl:42])[cH:43][cH:44][cH:45][cH:46]1>>[CH3:1][O:2][c:3]1[c:4]([CH2:5][N:6]2[CH2:7][CH:8]([CH2:9][c:10]3[cH:11][nH:12][c:13]4[cH:14][cH:15][cH:16][cH:17][c:18]34)[N:19]=[C:20]2[CH2:21][N:22]2[CH2:23][CH2:24][N:25]([c:28]3[cH:29][cH:30][cH:31][cH:32][cH:33]3)[CH2:26][CH2:27]2)[cH:35][cH:36][cH:37][cH:38]1. Starting materials: BrCCCCCCBr, Oc1cccc(F)c1, [Na+], [OH-], O. Yields the product Fc1cccc(OCCCCCCBr)c1. As a reaction SMILES: [Br:9][CH2:10][CH2:11][CH2:12][CH2:13][CH2:14][CH2:15][Br:16].[F:1][c:2]1[cH:3][c:4]([OH:8])[cH:5][cH:6][cH:7]1.[Na+:18].[OH-:17].[OH2:19]>>[F:1][c:2]1[cH:3][c:4]([O:8][CH2:15][CH2:14][CH2:13][CH2:12][CH2:11][CH2:10][Br:9])[cH:5][cH:6][cH:7]1. Reagents/catalysts: C(C)(=O)[O-].[Pd+2].C(C)(=O)[O-] (palladium (II) acetate), CC1=CC=CC=C1P(C2=CC=CC=C2C)C3=CC=CC=C3C (tri-o-tolyphosphine). The product is C1(C=CCC1)C=1C=C(C2=C(CC(O2)(C)C)C1)C(=O)OCC (ethyl 5-(cyclopent-2-en-1-yl)-2,2-dimethyl-2,3-dihydrobenzofuran-7-carboxylate). RXN SMILES: I[C:2]1[CH:3]=[C:4]([C:13]([O:15][CH2:16][CH3:17])=[O:14])[C:5]2[O:9][C:8]([CH3:11])([CH3:10])[CH2:7][C:6]=2[CH:12]=1.[CH:18]1[CH2:22][CH2:21][CH2:20][CH:19]=1.CCCC[N+](CCCC)(CCCC)CCCC.[F-].C([O-])([O-])=O.[K+].[K+]>C([O-])(=O)C.[Pd+2].C([O-])(=O)C.CC1C(P(C2C(C)=CC=CC=2)C2C(C)=CC=CC=2)=CC=CC=1.CCOC(C)=O.CN(C=O)C>[CH:22]1([C:2]2[CH:3]=[C:4]([C:13]([O:15][CH2:16][CH3:17])=[O:14])[C:5]3[O:9][C:8]([CH3:11])([CH3:10])[CH2:7][C:6]=3[CH:12]=2)[CH2:21][CH2:20][CH:19]=[CH:18]1 |f:2.3,4.5.6,7.8.9|. Run at temperature 110 celsius, time 21 hour. Reactants: IC=1C=C(C2=C(CC(O2)(C)C)C1)C(=O)OCC (ethyl 5-iodo-2,2-dimethyl-2,3-dihydrobenzofuran-7-carboxylate), C1=CCCC1 (cyclopentene), CCCC[N+](CCCC)(CCCC)CCCC.[F-] (TBAF), C(=O)([O-])[O-].[K+].[K+] (K2CO3). Solvent: CN(C)C=O (DMF), CCOC(=O)C (EtOAc). The yield is 0.1%. Reported procedure: In a 20-mL microwave-tube was added ethyl 5-iodo-2,2-dimethyl-2,3-dihydrobenzofuran-7-carboxylate (0.692 g, 2.0 mol), cyclopentene (0.882 mL, 10.0 mol), TBAF (0.644 g, 2.0 mol), K2CO3 (0.691 g, 5.0 mol), DMF (8.0 mL), palladium (II) acetate (0.011 g, 0.05 mmol), and tri-o-tolyphosphine (0.030 g, 0.10 mmol) under N2. The mixture was sealed in the glass tube and was stirred at 110° C. overnight (21 hours). The reaction was cooled to room temperature and EtOAc (10 mL) was added. The mixture was sti... Reactants: BrC(C(=O)OC)CC1=CC=C(C=C1)C (methyl 2-bromo-3-(4-methylphenyl)propionate), C(C)(=S)[O-].[K+] (potassium thioacetate), CN(C)C=O (DMF). Solvent: O (water). The product is C(C)(=O)SC(C(=O)OC)CC1=CC=C(C=C1)C (methyl 2-acetylthio-3-(4-methylphenyl)propionate). The yield is 99.9%. RXN SMILES: Br[CH:2]([CH2:7][C:8]1[CH:13]=[CH:12][C:11]([CH3:14])=[CH:10][CH:9]=1)[C:3]([O:5][CH3:6])=[O:4].[C:15]([O-:18])(=[S:17])[CH3:16].[K+].CN(C=O)C>O>[C:15]([S:17][CH:2]([CH2:7][C:8]1[CH:13]=[CH:12][C:11]([CH3:14])=[CH:10][CH:9]=1)[C:3]([O:5][CH3:6])=[O:4])(=[O:18])[CH3:16] |f:1.2|. Procedure: A mixture of methyl 2-bromo-3-(4-methylphenyl)propionate (25.7 g), potassium thioacetate (CH3COSK) (13.7 g) and DMF (120 ml) was stirred for an hour at room temperature. The mixture was poured into water and extracted with ether. The ethereal layer was washed with water, dried (MgSO4) and concentrated to give methyl 2-acetylthio-3-(4-methylphenyl)propionate (25.2 g, 100%) as an oil. Starting materials: ClC1=CC=C(C=N1)NC=C1C(OC(OC1=O)(C)C)=O (5-((6-chloropyridin-3-ylamino)methylene)-2,2-dimethyl-1,3-dioxane-4,6-dione). Run in C1=CC=C(C=C1)C2=CC=CC=C2.C1=CC=C(C=C1)OC2=CC=CC=C2 (Dowtherm A). Conditions: time 5 minute. The product is ClC=1N=C2C(=CC=NC2=CC1)O (6-chloro-1,5-naphthyridin-4-ol). Isolated yield 42.0%. RXN SMILES: [Cl:1][C:2]1[N:7]=[CH:6][C:5]([NH:8][CH:9]=[C:10]2[C:15](=[O:16])OC(C)(C)OC2=O)=[CH:4][CH:3]=1>C1C=CC(C2C=CC=CC=2)=CC=1.C1C=CC(OC2C=CC=CC=2)=CC=1>[Cl:1][C:2]1[N:7]=[C:6]2[C:5](=[CH:4][CH:3]=1)[N:8]=[CH:9][CH:10]=[C:15]2[OH:16] |f:1.2|. Procedure: To the heated Dowtherm A (200 mL) at 200° C. was added 5-((6-chloropyridin-3-ylamino)methylene)-2,2-dimethyl-1,3-dioxane-4,6-dione (3.5 g, 12.4 mmol) and then stirred for additional 5 min. After cooling to r.t., PE was added. The precipitate was collected, and dried in vacuo to afford 6-chloro-1,5-naphthyridin-4-ol as off-white solid in 42% yield (0.94 g). m/z 183 (M+H)+ The reactants are C(C)(C)(C)OC(=O)N1CCN(CC1)C=1C(N(N=C(C1C)C1=CC(=C(C=C1)C)F)CC(C)C)=O (4-(4-tert-butoxycarbonyl-1-piperazinyl)-methyl-6-(3-fluoro-4-methylphenyl)-2-isobutyl-2H-pyridazin-3-one), C1(=CC=C(C=C1)C=1C=C(C(N(N1)CC(C)C)=O)COS(=O)(=O)C)C1=CC=CC=C1 (6-(4-biphenylyl)-2-isobutyl-4-methanesulfonyloxymethyl-2H-pyridazin-3-one), CN1CCNCC1 (1-methylpiperazine). The product is C1(=CC=C(C=C1)C=1C=C(C(N(N1)CC(C)C)=O)CN1CCN(CC1)C)C1=CC=CC=C1 (6-(4-biphenylyl)-2-isobutyl-4-(4-methyl-1-piperazinyl)methyl-2H-pyridazin-3-one). The yield is 68.2%. As a reaction SMILES: C(O[C:6]([N:8]1[CH2:13][CH2:12][N:11](C2C(=O)N(CC(C)C)N=C(C3C=CC(C)=C(F)C=3)C=2C)[CH2:10][CH2:9]1)=O)(C)(C)C.[C:34]1([C:57]2[CH:62]=[CH:61][CH:60]=[CH:59][CH:58]=2)[CH:39]=[CH:38][C:37]([C:40]2[CH:41]=[C:42]([CH2:51]OS(C)(=O)=O)[C:43](=[O:50])[N:44]([CH2:46][CH:47]([CH3:49])[CH3:48])[N:45]=2)=[CH:36][CH:35]=1.CN1CCNCC1>>[C:34]1([C:57]2[CH:58]=[CH:59][CH:60]=[CH:61][CH:62]=2)[CH:39]=[CH:38][C:37]([C:40]2[CH:41]=[C:42]([CH2:51][N:11]3[CH2:12][CH2:13][N:8]([CH3:6])[CH2:9][CH2:10]3)[C:43](=[O:50])[N:44]([CH2:46][CH:47]([CH3:49])[CH3:48])[N:45]=2)=[CH:36][CH:35]=1. Procedure: Following the procedure of Example 1 (10), 6-(4-biphenylyl)-2-isobutyl-4-methanesulfonyloxymethyl-2H-pyridazin-3-one and 1-methylpiperazine were reacted to yield the title compound as a yellow oil (yield: 68.2%).